From a dataset of the Open Reaction Database (ORD), a public repository of structured organic reaction records. describe an organic reaction: reactants, conditions, products, and yield Reactants: C(C)(=O)O.C1(CCCCC1)NC(=NC1CCCCC1)NCCCCCCOC1=CC2=CC=CC=C2C=C1 (1,2-dicyclohexyl-3-[6-(2-naphthyloxy)hexyl)guanidine acetate), C1(=CC=C(C=C1)S(=O)(=O)O)C (p-toluenesulphonic acid). Solvent: O (water), O (water). The product is C1(=CC=C(C=C1)S(=O)(=O)O)C.C1(CCCCC1)NC(=NC1CCCCC1)NCCCCCCOC1=CC2=CC=CC=C2C=C1 (1,2-dicyclohexyl-3-[6-(2-naphthyloxy)hexyl]guanidine p-toluenesulphonate). As a reaction SMILES: C(O)(=O)C.[CH:5]1([NH:11][C:12]([NH:20][CH2:21][CH2:22][CH2:23][CH2:24][CH2:25][CH2:26][O:27][C:28]2[CH:37]=[CH:36][C:35]3[C:30](=[CH:31][CH:32]=[CH:33][CH:34]=3)[CH:29]=2)=[N:13][CH:14]2[CH2:19][CH2:18][CH2:17][CH2:16][CH2:15]2)[CH2:10][CH2:9][CH2:8][CH2:7][CH2:6]1.[C:38]1([CH3:48])[CH:43]=[CH:42][C:41]([S:44]([OH:47])(=[O:46])=[O:45])=[CH:40][CH:39]=1>O>[C:38]1([CH3:48])[CH:39]=[CH:40][C:41]([S:44]([OH:47])(=[O:45])=[O:46])=[CH:42][CH:43]=1.[CH:14]1([NH:13][C:12]([NH:20][CH2:21][CH2:22][CH2:23][CH2:24][CH2:25][CH2:26][O:27][C:28]2[CH:37]=[CH:36][C:35]3[C:30](=[CH:31][CH:32]=[CH:33][CH:34]=3)[CH:29]=2)=[N:11][CH:5]2[CH2:6][CH2:7][CH2:8][CH2:9][CH2:10]2)[CH2:15][CH2:16][CH2:17][CH2:18][CH2:19]1 |f:0.1,4.5|. Procedure details: 1.0 g of 1,2-dicyclohexyl-3-[6-(2-naphthyloxy)hexyl)guanidine acetate is dissolved in 50 ml water and a solution of 0.39 g of p-toluenesulphonic acid in 10 ml water is then added. The water is then evaporated under vacuum to afford 1,2-dicyclohexyl-3-[6-(2-naphthyloxy)hexyl]guanidine p-toluenesulphonate. Starting materials: C1(CCCC1)OC=1C(=CC=C2C(=CC(NC12)=O)O)OC (8-(cyclopentyloxy)-4-hydroxy-7-methoxyquinolin-2(1H)-one), C(C)(=O)[O-].[NH4+] (ammonium acetate). Run in C1(=CC(=CC=C1)C)C (m-xylene). Run at temperature 150 celsius, time 2 minute. The product is NC1=CC(NC2=C(C(=CC=C12)OC)OC1CCCC1)=O (4-amino-8-(cyclopentyloxy)-7-methoxyquinolin-2(1H)-one). As a reaction SMILES: [CH:1]1([O:6][C:7]2[C:8]([O:19][CH3:20])=[CH:9][CH:10]=[C:11]3[C:16]=2[NH:15][C:14](=[O:17])[CH:13]=[C:12]3O)[CH2:5][CH2:4][CH2:3][CH2:2]1.C([O-])(=O)C.[NH4+:25]>C1(C)C=CC=C(C)C=1>[NH2:25][C:12]1[C:11]2[C:16](=[C:7]([O:6][CH:1]3[CH2:5][CH2:4][CH2:3][CH2:2]3)[C:8]([O:19][CH3:20])=[CH:9][CH:10]=2)[NH:15][C:14](=[O:17])[CH:13]=1 |f:1.2|. Reported procedure: A mixture of 8-(cyclopentyloxy)-4-hydroxy-7-methoxyquinolin-2(1H)-one (350 mg, 1.3 mmol), ammonium acetate (4.0 g, 52 mmol), and anhydrous m-xylene (10 mL) was heated at 150° C. under N2 for 48 h and then allowed to cool to rt. The mixture was concentrated to dryness, diluted with water (25 mL), stirred for 2 min, sonicated for 1 min, and then stirred for 5 min. The free-flowing solid was filtered, washed with water (25 mL), and pumped to dryness to give 4-amino-8-(cyclopentyloxy)-7-methoxyquino... Starting materials: C1(CC1)COCC=1C=CC(=NC1C)N (5-cyclopropylmethoxymethyl-6-methyl-pyridin-2-ylamine), ClC=1C=C(C(=CC1)C)S(=O)(=O)Cl (3-chloro-6-methyl-benzenesulfonyl chloride). The product is ClC=1C=C(C=CC1)S(=O)(=O)NC1=NC(=C(C=C1)COCC1CC1)C (3-Chloro-N-(5-cyclopropylmethoxymethyl-6-methyl-pyridin-2-yl)-benzenesulfonamide). Reaction SMILES: [CH:1]1([CH2:4][O:5][CH2:6][C:7]2[CH:8]=[CH:9][C:10]([NH2:14])=[N:11][C:12]=2[CH3:13])[CH2:3][CH2:2]1.[Cl:15][C:16]1[CH:17]=[C:18]([S:23](Cl)(=[O:25])=[O:24])[C:19](C)=[CH:20][CH:21]=1>>[Cl:15][C:16]1[CH:17]=[C:18]([S:23]([NH:14][C:10]2[CH:9]=[CH:8][C:7]([CH2:6][O:5][CH2:4][CH:1]3[CH2:3][CH2:2]3)=[C:12]([CH3:13])[N:11]=2)(=[O:25])=[O:24])[CH:19]=[CH:20][CH:21]=1. Procedure details: This material was prepared in analogy to example 1 from 5-cyclopropylmethoxymethyl-6-methyl-pyridin-2-ylamine (0.06 g) and 3-chloro-6-methyl-benzenesulfonyl chloride (0.072 g) as a light yellow solid (0.07 g). MS (ESI−): 364.9 ([M−H] ) RXN SMILES: [Br:1][c:2]1[c:3]([CH3:15])[cH:4][c:5]([O:11][CH:12]([CH3:13])[CH3:14])[c:6]([N+:8]([O-:9])=[O:10])[cH:7]1.[CH3:17][CH2:18][OH:19].[ClH:16].[Fe:20]>>[Br:1][c:2]1[c:3]([CH3:15])[cH:4][c:5]([O:11][CH:12]([CH3:13])[CH3:14])[c:6]([NH2:8])[cH:7]1. The reactants are Cc1cc(OC(C)C)c([N+](=O)[O-])cc1Br, CCO, Cl, [Fe]. Product: Cc1cc(OC(C)C)c(N)cc1Br. Reactants: S1C=CC=C1 (thiophene), O1C=NC=C1 (oxazole), S1C=NC=C1 (thiazole), bromo, N1=CN=CC(=C1)C=1SC=C(C1)C (2-(pyrimidin-5-yl)-4-methyl-thiophene), BrN1C(CCC1=O)=O (N-bromo-succinimide). Run in N1=CC=CC=C1 (pyridine), C(C)(=O)O (acetic acid). Yields the product N1=CN=CC(=C1)C=1SC(=C(C1)C)Br (2-(pyrimidin-5-yl)-4-methyl-5-bromo-thiophene). RXN SMILES: S1C=CC=C1.O1C=CN=C1.S1C=CN=C1.[N:16]1[CH:21]=[C:20]([C:22]2[S:23][CH:24]=[C:25]([CH3:27])[CH:26]=2)[CH:19]=[N:18][CH:17]=1.[Br:28]N1C(=O)CCC1=O>C(O)(=O)C.N1C=CC=CC=1>[N:18]1[CH:19]=[C:20]([C:22]2[S:23][C:24]([Br:28])=[C:25]([CH3:27])[CH:26]=2)[CH:21]=[N:16][CH:17]=1. Procedure: The pyrimidine substituent on the thiophene ring of 3-Methyl-N-[4-(3-methyl-5-pyrimidin-5-yl-thiophen-2-yl)-phenyl]-isonicotinamide was attached using a Suzuki coupling reaction (as describe in Step B of the synthesis of compound 1) by reacting a boric acid derivative of thiophene (o) with 5-bromo-pyridine (p) in the presence of a palladium catalyst to form 2-(pyrimidin-5-yl)-4-methyl-thiophene (q). In general, aromatic substituents such as pyridine, can be added to thiophene, oxazole, thiazole ... The reactants are C(C)(C)(C)OC(=O)N1C(CCCC1)CCOC1=C(C(NC2=CC(=C(C=C12)C1=NC=CC=C1)Cl)=O)C1=CC(=CC(=C1)C)C (2-(2-[7-chloro-3-(3,5-dimethylphenyl)-2-oxo-6-pyridin-2-yl-1,2-dihydroquinolin-4-yloxy]-ethyl}-piperidine-1-carboxylic acid tert-butyl ester), FC(C(=O)O)(F)F (trifluoroacetic acid). The reagents and catalysts are C1(=CC=CC=C1)OC (anisole). Solvent: C(Cl)Cl (methylene chloride). Conditions: time 1.5 hour. Product: ClC1=C(C=C2C(=C(C(NC2=C1)=O)C1=CC(=CC(=C1)C)C)OCCC1NCCCC1)C1=NC=CC=C1 (7-chloro-3-(3,5-dimethylphenyl)-4-(2-piperidin-2-yl-ethoxy)-6-pyridin-2-yl-1H-quinolin-2- one). Reaction SMILES: C(OC([N:8]1[CH2:13][CH2:12][CH2:11][CH2:10][CH:9]1[CH2:14][CH2:15][O:16][C:17]1[C:26]2[C:21](=[CH:22][C:23]([Cl:33])=[C:24]([C:27]3[CH:32]=[CH:31][CH:30]=[CH:29][N:28]=3)[CH:25]=2)[NH:20][C:19](=[O:34])[C:18]=1[C:35]1[CH:40]=[C:39]([CH3:41])[CH:38]=[C:37]([CH3:42])[CH:36]=1)=O)(C)(C)C.FC(F)(F)C(O)=O>C1(OC)C=CC=CC=1.C(Cl)Cl>[Cl:33][C:23]1[CH:22]=[C:21]2[C:26]([C:17]([O:16][CH2:15][CH2:14][CH:9]3[CH2:10][CH2:11][CH2:12][CH2:13][NH:8]3)=[C:18]([C:35]3[CH:36]=[C:37]([CH3:42])[CH:38]=[C:39]([CH3:41])[CH:40]=3)[C:19](=[O:34])[NH:20]2)=[CH:25][C:24]=1[C:27]1[CH:32]=[CH:31][CH:30]=[CH:29][N:28]=1. Reported procedure: To a solution of 2-(2-[7-chloro-3-(3,5-dimethylphenyl)-2-oxo-6-pyridin-2-yl-1,2-dihydroquinolin-4-yloxy]-ethyl}-piperidine-1-carboxylic acid tert-butyl ester in 2.0 dry methylene chloride was added a few drops of anisole followed by 2.0 mL of trifluoroacetic acid and the mixture stirred at room temperature. After 1.5 hours, the solvents were removed in vacuo and the resulting residue purified by reverse-phase mplc (C-8, methanol:0.1% aqueous trifluoroacetic acid, 55:45) to give the title compoun... The product is CCc1cc(N)c(N)cc1CC. Reactants: CCc1cc(N)c([N+](=O)[O-])cc1CC, CCOC(C)=O. RXN SMILES: [CH2:1]([CH3:2])[c:3]1[cH:4][c:5]([N+:12]([O-:13])=[O:14])[c:6]([NH2:7])[cH:8][c:9]1[CH2:10][CH3:11].[CH3:15][CH2:16][O:17][C:18](=[O:19])[CH3:20]>>[CH2:1]([CH3:2])[c:3]1[cH:4][c:5]([NH2:12])[c:6]([NH2:7])[cH:8][c:9]1[CH2:10][CH3:11]. Starting materials: CC#N, CI, [K], C1COCCOCCOCCOCCOCCO1, Cc1cc(O)cc2c1C(=O)CC(C)(C)O2. Product: COc1cc(C)c2c(c1)OC(C)(C)CC2=O. RXN SMILES: [CH3:1][C:2]#[N:3].[CH3:22][I:23].[K:39].[O:4]1[CH2:5][CH2:6][O:7][CH2:8][CH2:9][O:10][CH2:11][CH2:12][O:13][CH2:14][CH2:15][O:16][CH2:17][CH2:18][O:19][CH2:20][CH2:21]1.[OH:24][c:25]1[cH:26][c:27]([CH3:38])[c:28]2[c:33]([cH:34]1)[O:32][C:31]([CH3:35])([CH3:36])[CH2:30][C:29]2=[O:37]>>[CH3:1][O:24][c:25]1[cH:26][c:27]([CH3:38])[c:28]2[c:33]([cH:34]1)[O:32][C:31]([CH3:35])([CH3:36])[CH2:30][C:29]2=[O:37]. Reactants: NC1=C(NC2=C(C3=C(S2)C=CC=C3)C(=O)OCC)C=CC(=C1)C (ethyl 2-(2-amino-4-methylanilino)benzo[b]thiophene-3-carboxylate), CN1CCNCC1 (1-methylpiperazine). Reagents/catalysts: [Ti](Cl)(Cl)(Cl)Cl (titanium tetrachloride). The solvent is C1(=CC=CC=C1)OC (anisole). The product is CC=1C=CC2=C(N=C(C3=C(N2)SC2=C3C=CC=C2)N2CCN(CC2)C)C1 (9-methyl-12-(4-methylpiperazin-1-yl)-6H-[1]benzothieno[2,3-b][1,5]benzodiazepine). As a reaction SMILES: [NH2:1][C:2]1[CH:22]=[C:21]([CH3:23])[CH:20]=[CH:19][C:3]=1[NH:4][C:5]1[S:9][C:8]2[CH:10]=[CH:11][CH:12]=[CH:13][C:7]=2[C:6]=1[C:14](OCC)=O.[CH3:24][N:25]1[CH2:30][CH2:29][NH:28][CH2:27][CH2:26]1>[Ti](Cl)(Cl)(Cl)Cl.C1(OC)C=CC=CC=1>[CH3:23][C:21]1[CH:20]=[CH:19][C:3]2[NH:4][C:5]3[S:9][C:8]4[CH:10]=[CH:11][CH:12]=[CH:13][C:7]=4[C:6]=3[C:14]([N:28]3[CH2:29][CH2:30][N:25]([CH3:24])[CH2:26][CH2:27]3)=[N:1][C:2]=2[CH:22]=1. Procedure: In the same manner as in Example 1 and using ethyl 2-(2-amino-4-methylanilino)benzo[b]thiophene-3-carboxylate (3.7 g), 1-methylpiperazine (19 ml), anisole (60 ml) and titanium tetrachloride (3.0 ml), 9-methyl-12-(4-methylpiperazin-1-yl)-6H-[1]benzothieno[2,3-b][1,5]benzodiazepine (1.18 g) was obtained.